Dataset: the Open Reaction Database (ORD), a public repository of structured organic reaction records. Task: describe an organic reaction: reactants, conditions, products, and yield Starting materials: COC=1C=C2C(=CN(C2=CC1)CC=1SC=CC1)C1CCNCC1 (5-methoxy-3-piperidin-4-yl-1-thiophen-2-ylmethyl-1H-indole), COC(C1=C(C=C(C=C1)OC)CBr)=O (2-bromomethyl-4-methoxy-benzoic acid methyl ester). Yields the product COC1=CC(=C(C(=O)O)C=C1)CN1CCC(CC1)C1=CN(C2=CC=C(C=C12)OC)CC=1SC=CC1 (4-methoxy-2-[4-(5-methoxy-1-thiophen-2-ylmethyl-1H-indol-3-yl)-piperidin-1-ylmethyl]-benzoic acid). Reaction SMILES: [CH3:1][O:2][C:3]1[CH:4]=[C:5]2[C:9](=[CH:10][CH:11]=1)[N:8]([CH2:12][C:13]1[S:14][CH:15]=[CH:16][CH:17]=1)[CH:7]=[C:6]2[CH:18]1[CH2:23][CH2:22][NH:21][CH2:20][CH2:19]1.C[O:25][C:26](=[O:37])[C:27]1[CH:32]=[CH:31][C:30]([O:33][CH3:34])=[CH:29][C:28]=1[CH2:35]Br>>[CH3:34][O:33][C:30]1[CH:31]=[CH:32][C:27]([C:26]([OH:37])=[O:25])=[C:28]([CH2:35][N:21]2[CH2:22][CH2:23][CH:18]([C:6]3[C:5]4[C:9](=[CH:10][CH:11]=[C:3]([O:2][CH3:1])[CH:4]=4)[N:8]([CH2:12][C:13]4[S:14][CH:15]=[CH:16][CH:17]=4)[CH:7]=3)[CH2:19][CH2:20]2)[CH:29]=1. Procedure details: This compound was prepared following the procedure described in example 13 (part D) starting with 0.06 g (0.19 mmol) of 5-methoxy-3-piperidin-4-yl-1-thiophen-2-ylmethyl-1H-indole (example 89, part B) and 0.064 g (0.23 mmol) of 2-bromomethyl-4-methoxy-benzoic acid methyl ester. After standard work-up and purification by chromatography using a C18 column, 0.018 g (19% of yield) of the expected acid were obtained. Reactants: Cl (hydrochloric acid), C(C)OC(=O)C=1C=C2CC(C(NC2=CC1)C1=CC(=CC=C1)N(C(=O)N)C)(C)C (3,3-dimethyl-2-[3-(1-methyl-ureido)-phenyl]-1,2,3,4-tetrahydro-quinoline-6-carboxylic acid ethyl ester). Run in CO (methanol), O1CCCC1 (tetrahydrofuran), [OH-].[Na+] (sodium hydroxide), O (water). Run at temperature 60 celsius, time 36 hour. Product: CC1(C(NC2=CC=C(C=C2C1)C(=O)O)C1=CC(=CC=C1)N(C(=O)N)C)C (3,3-dimethyl-2-[3-(1-methyl-ureido)-phenyl]-1,2,3,4-tetrahydro-quinoline-6-carboxylic acid). Yield: 15.8%. RXN SMILES: C([O:3][C:4]([C:6]1[CH:7]=[C:8]2[C:13](=[CH:14][CH:15]=1)[NH:12][CH:11]([C:16]1[CH:21]=[CH:20][CH:19]=[C:18]([N:22]([CH3:26])[C:23]([NH2:25])=[O:24])[CH:17]=1)[C:10]([CH3:28])([CH3:27])[CH2:9]2)=[O:5])C.Cl>CO.O1CCCC1.[OH-].[Na+].O>[CH3:27][C:10]1([CH3:28])[CH2:9][C:8]2[C:13](=[CH:14][CH:15]=[C:6]([C:4]([OH:5])=[O:3])[CH:7]=2)[NH:12][CH:11]1[C:16]1[CH:21]=[CH:20][CH:19]=[C:18]([N:22]([CH3:26])[C:23]([NH2:25])=[O:24])[CH:17]=1 |f:4.5|. Procedure details: A mixture of 3,3-dimethyl-2-[3-(1-methyl-ureido)-phenyl]-1,2,3,4-tetrahydro-quinoline-6-carboxylic acid ethyl ester (190 mg, 0.5 mmol) in methanol (5 mL) and tetrahydrofuran (10 mL), 30% sodium hydroxide in water (10 mL) was stirred at 60° C. for 36 h. The mixture was neutralized with a 3 N aqueous hydrochloric acid solution and extracted with ethyl acetate (2×100 mL), washed with water, dried over anhydrous sodium sulfate and then concentrated in vacuo. Purification by Waters automated flash sy... The reactants are [Al+3], N#Cc1ccc(C(=O)Cl)cc1, ClCCl, CCOC(=O)Cc1cccn1C, [Cl-], [Cl-], [Cl-], Cl. Yields the product CCOC(=O)Cc1ccc(C(=O)c2ccc(C#N)cc2)n1C. Reaction SMILES: [Al+3:13].[C:1](#[N:2])[c:3]1[cH:4][cH:5][c:6]([C:7](=[O:8])[Cl:9])[cH:10][cH:11]1.[CH2:29]([Cl:30])[Cl:31].[CH3:16][n:17]1[c:18]([CH2:22][C:23](=[O:24])[O:25][CH2:26][CH3:27])[cH:19][cH:20][cH:21]1.[Cl-:12].[Cl-:14].[Cl-:15].[ClH:28]>>[C:1](#[N:2])[c:3]1[cH:4][cH:5][c:6]([C:7](=[O:8])[c:21]2[n:17]([CH3:16])[c:18]([CH2:22][C:23](=[O:24])[O:25][CH2:26][CH3:27])[cH:19][cH:20]2)[cH:10][cH:11]1.